Dataset: the Open Reaction Database (ORD), a public repository of structured organic reaction records. Task: describe an organic reaction: reactants, conditions, products, and yield Starting materials: C(C)(=O)S[C@H](C(=O)NC1C(N(C2(CCCC2)CCC1)CC(=O)OCC)=O)CC1=CC=CC=C1 ((2S) -8-[[2-(Acetylthio)-1-oxo-3-phenylpropyl]-amino]-7-oxo-6-azaspiro[4,6]undecane-6-acetic acid, ethyl ester), [OH-].[Na+] (sodium hydroxide). The solvent is CO (methanol). Conditions: temperature 0 celsius, time 1 hour. Yields the product S[C@H](C(=O)NC1C(N(C2(CCCC2)CCC1)CC(=O)O)=O)CC1=CC=CC=C1 ((2S)-8-[(2-Mercapto-1-oxo-3-phenylpropyl)amino]-7-oxo-6-azaspiro[4,6]undecane-6-acetic acid). Reaction SMILES: C([S:4][C@@H:5]([CH2:27][C:28]1[CH:33]=[CH:32][CH:31]=[CH:30][CH:29]=1)[C:6]([NH:8][CH:9]1[CH2:19][CH2:18][CH2:17][C:12]2([CH2:16][CH2:15][CH2:14][CH2:13]2)[N:11]([CH2:20][C:21]([O:23]CC)=[O:22])[C:10]1=[O:26])=[O:7])(=O)C.[OH-].[Na+]>CO>[SH:4][C@@H:5]([CH2:27][C:28]1[CH:29]=[CH:30][CH:31]=[CH:32][CH:33]=1)[C:6]([NH:8][CH:9]1[CH2:19][CH2:18][CH2:17][C:12]2([CH2:16][CH2:15][CH2:14][CH2:13]2)[N:11]([CH2:20][C:21]([OH:23])=[O:22])[C:10]1=[O:26])=[O:7] |f:1.2|. Procedure: A solution of the product from part (1) (232 mg., 0.43 mmol.) in methanol (5 ml., deoxygenated via nitrogen bubbling) was cooled to 0° C. and treated with 1N sodium hydroxide (5 ml., deoxygenated via nitrogen bubbling). After stirring for one hour at 0° C. while purging continuously with nitrogen, the reaction was warmed to room temperature. After a total of three hours, the reaction was acidified to pH 1 with 5% potassium bisulfate and extracted with ethyl acetate. The organic layers were combi... Reactants: CC(=O)[O-], CC(=O)[O-], CC(=O)[O-], ClCCl, CCOC(C)=O, CCOC(=O)C=[N+]=[N-], O, CCCc1c(Cc2ccc(-c3ccccc3C#N)cc2)c(=O)n(C2CCC(O)CC2)c2ccnn12, [Rh+3]. Product: CCCc1c(Cc2ccc(-c3ccccc3C#N)cc2)c(=O)n(C2CCC(OCC(=O)OCC)CC2)c2ccnn12. Reaction SMILES: [C:54]([O-:55])(=[O:56])[CH3:57].[C:59]([O-:60])(=[O:61])[CH3:62].[C:63]([O-:64])(=[O:65])[CH3:66].[CH2:51]([Cl:52])[Cl:53].[CH3:44][CH2:45][O:46][C:47](=[O:48])[CH3:49].[N+:36](=[N-:37])=[CH:38][C:39](=[O:40])[O:41][CH2:42][CH3:43].[OH2:50].[OH:1][CH:2]1[CH2:3][CH2:4][CH:5]([n:8]2[c:9]3[n:10]([c:11]([CH2:30][CH2:31][CH3:32])[c:12]([CH2:15][c:16]4[cH:17][cH:18][c:19](-[c:22]5[c:23]([C:28]#[N:29])[cH:24][cH:25][cH:26][cH:27]5)[cH:20][cH:21]4)[c:13]2=[O:14])[n:33][cH:34][cH:35]3)[CH2:6][CH2:7]1.[Rh+3:58]>>[O:1]([CH:2]1[CH2:3][CH2:4][CH:5]([n:8]2[c:9]3[n:10]([c:11]([CH2:30][CH2:31][CH3:32])[c:12]([CH2:15][c:16]4[cH:17][cH:18][c:19](-[c:22]5[c:23]([C:28]#[N:29])[cH:24][cH:25][cH:26][cH:27]5)[cH:20][cH:21]4)[c:13]2=[O:14])[n:33][cH:34][cH:35]3)[CH2:6][CH2:7]1)[CH2:38][C:39](=[O:40])[O:41][CH2:42][CH3:43].